This data is from the Open Reaction Database (ORD), a public repository of structured organic reaction records. The task is: describe an organic reaction: reactants, conditions, products, and yield The product is O=[N+]([O-])c1ccc(CCN2CCN(c3nsc4ccccc34)CC2)cc1. The reactants are O=C([O-])[O-], CC(C)=O, Cl, [K+], [K+], c1ccc2c(N3CCNCC3)nsc2c1, Cc1ccc(S(=O)(=O)OCCc2ccc([N+](=O)[O-])cc2)cc1, C1COCCOCCOCCOCCOCCO1. Reaction SMILES: [C:1](=[O:2])([O-:3])[O-:4].[CH3:63][C:64](=[O:65])[CH3:66].[ClH:7].[K+:5].[K+:6].[N:8]1([c:14]2[n:15][s:16][c:17]3[c:18]2[cH:19][cH:20][cH:21][cH:22]3)[CH2:9][CH2:10][NH:11][CH2:12][CH2:13]1.[O:23]([S:24]([c:25]1[cH:26][cH:27][c:28]([CH3:29])[cH:30][cH:31]1)(=[O:32])=[O:33])[CH2:34][CH2:35][c:36]1[cH:37][cH:38][c:39]([N+:42](=[O:43])[O-:44])[cH:40][cH:41]1.[O:45]1[CH2:46][CH2:47][O:48][CH2:49][CH2:50][O:51][CH2:52][CH2:53][O:54][CH2:55][CH2:56][O:57][CH2:58][CH2:59][O:60][CH2:61][CH2:62]1>>[N:8]1([c:14]2[n:15][s:16][c:17]3[c:18]2[cH:19][cH:20][cH:21][cH:22]3)[CH2:9][CH2:10][N:11]([CH2:34][CH2:35][c:36]2[cH:37][cH:38][c:39]([N+:42](=[O:43])[O-:44])[cH:40][cH:41]2)[CH2:12][CH2:13]1. The reactants are COC(=S)c1c(C)ccc(Br)c1C, CCO, [Na+], [OH-]. Yields the product Cc1ccc(Br)c(C)c1C(O)=S. RXN SMILES: [Br:1][c:2]1[c:3]([CH3:13])[c:4]([C:5](=[S:6])[O:7][CH3:8])[c:9]([CH3:12])[cH:10][cH:11]1.[CH3:16][CH2:17][OH:18].[Na+:15].[OH-:14]>>[Br:1][c:2]1[c:3]([CH3:13])[c:4]([C:5](=[S:6])[OH:7])[c:9]([CH3:12])[cH:10][cH:11]1.